This data is from the Open Reaction Database (ORD), a public repository of structured organic reaction records. The task is: describe an organic reaction: reactants, conditions, products, and yield The reactants are C(=O)OCC (Ethyl formate), C1(CCCCC1)[C@@H](C)N ((1R)-1-cyclohexyl-ethylamine), 17a. Reaction conditions: time 15 hour. The product is C1(CCCCC1)[C@@H](C)NC=O (N-[(1R)-1-cyclohexyl-ethyl]-formamide), 17b. RXN SMILES: [CH:1](OCC)=[O:2].[CH:6]1([C@H:12]([NH2:14])[CH3:13])[CH2:11][CH2:10][CH2:9][CH2:8][CH2:7]1>>[CH:6]1([C@H:12]([NH:14][CH:1]=[O:2])[CH3:13])[CH2:11][CH2:10][CH2:9][CH2:8][CH2:7]1. Reported procedure: Ethyl formate (1.2 mL, 15.0 mMol) was added to a round bottom flask containing (1R)-1-cyclohexyl-ethylamine Compound 17a (1.27 g, 10 mMol) at 0° C. and the mixture was stirred at r.t. for 15 hrs. Excess ethyl formate was removed in vacuo to obtain N-[(1R)-1-cyclohexyl-ethyl]-formamide Compound 17b (1.55 g) as a white solid, which was used in the next step without purification. MS m/z 156 (MH+). Starting materials: Cc1cnc(N2CCN(C(=O)c3ccc(N4C(=O)OCC4CO)nc3)CC2)c(C)c1, CI. Product: COCC1COC(=O)N1c1ccc(C(=O)N2CCN(c3ncc(C)cc3C)CC2)cn1. As a reaction SMILES: [CH3:1][c:2]1[c:3]([N:9]2[CH2:10][CH2:11][N:12]([C:15](=[O:16])[c:17]3[cH:18][cH:19][c:20]([N:23]4[C:24](=[O:30])[O:25][CH2:26][CH:27]4[CH2:28][OH:29])[n:21][cH:22]3)[CH2:13][CH2:14]2)[n:4][cH:5][c:6]([CH3:8])[cH:7]1.[CH3:31][I:32]>>[CH3:1][c:2]1[c:3]([N:9]2[CH2:10][CH2:11][N:12]([C:15](=[O:16])[c:17]3[cH:18][cH:19][c:20]([N:23]4[C:24](=[O:30])[O:25][CH2:26][CH:27]4[CH2:28][O:29][CH3:31])[n:21][cH:22]3)[CH2:13][CH2:14]2)[n:4][cH:5][c:6]([CH3:8])[cH:7]1. The reactants are C(C)(=O)OC(C)=O (acetic anhydride), [N+](=O)([O-])C1=CC=C(N)C=C1 (p-nitroaniline). Solvent: C(=O)O (formic acid). Reaction conditions: time 5 hour. Yields the product [N+](=O)([O-])C1=CC=C(NC=O)C=C1 (p-nitroformanilide). Reaction SMILES: C(O[C:5](=[O:7])C)(=O)C.[N+:8]([C:11]1[CH:17]=[CH:16][C:14]([NH2:15])=[CH:13][CH:12]=1)([O-:10])=[O:9]>C(O)=O>[N+:8]([C:11]1[CH:17]=[CH:16][C:14]([NH:15][CH:5]=[O:7])=[CH:13][CH:12]=1)([O-:10])=[O:9]. Procedure details: To a mixture of 12 ml. of formic acid and 20 ml. of acetic anhydride (which has been stirred at room temperature for 45 minutes) is added 5 g. (0.036 m.) of p-nitroaniline. After stirring for five hours at room temperature, the reaction mixture is filtered to give p-nitroformanilide, m.p. 195°-199° C. The latter, 3 g. (0.018 m.), is hydrogenated at room temperature in a mixture of 150 ml. of ethanol and 0.3 g. of 10% palladium-on-carbon in a Parr apparatus until the calculated amount of hydrogen... Reactants: C(C)(C)(C)OC(=O)N(C1=NC=CC2=CC=C(C=C12)CBr)C(=O)OC(C)(C)C (bis-tert-butoxycarbonyl-(7-bromomethyl-isoquinolin-1-yl)amine), [N-]=[N+]=[N-].[Na+] (NaN3). Solvent: CS(=O)C (DMSO), O (water). Reaction conditions: temperature 85 celsius. Yields the product C(C)(C)(C)OC(=O)N(C1=NC=CC2=CC=C(C=C12)CN=[N+]=[N-])C(=O)OC(C)(C)C (Bis-tert-butoxycarbonyl-(7-azidomethyl-isoquinolin-1-yl)amine). Yield: 78.2%. As a reaction SMILES: [C:1]([O:5][C:6]([N:8]([C:21]([O:23][C:24]([CH3:27])([CH3:26])[CH3:25])=[O:22])[C:9]1[C:18]2[C:13](=[CH:14][CH:15]=[C:16]([CH2:19]Br)[CH:17]=2)[CH:12]=[CH:11][N:10]=1)=[O:7])([CH3:4])([CH3:3])[CH3:2].[N-:28]=[N+:29]=[N-:30].[Na+]>CS(C)=O.O>[C:1]([O:5][C:6]([N:8]([C:21]([O:23][C:24]([CH3:27])([CH3:26])[CH3:25])=[O:22])[C:9]1[C:18]2[C:13](=[CH:14][CH:15]=[C:16]([CH2:19][N:28]=[N+:29]=[N-:30])[CH:17]=2)[CH:12]=[CH:11][N:10]=1)=[O:7])([CH3:4])([CH3:3])[CH3:2] |f:1.2|. Reported procedure: A mixture of bis-tert-butoxycarbonyl-(7-bromomethyl-isoquinolin-1-yl)amine (280 mg, 0.64 mmol) and NaN3 (300 mg, 4.6 mmol) in 3 mL of DMSO was heated at 85° C. for 1 h. Then the solution was cooled down to rt, diluted with water and extracted with 50% EtOAc in hexane. The combined organic layers were washed with water. Removal of solvents furnished the crude product as a yellow oil (200 mg).